From a dataset of the Open Reaction Database (ORD), a public repository of structured organic reaction records. describe an organic reaction: reactants, conditions, products, and yield Starting materials: FC(C=1C=CC=C2C1C(=O)OC(N2)=O)(F)F (6-(trifluoromethyl)-isatoic acid anhydride), N1[C@H](C(=O)O)CCC1 (L-proline). Run in CS(=O)C (dimethyl sulphoxide). The product is FC(C1=CC=CC2=C1C(N1[C@H](C(N2)=O)CCC1)=O)(F)F ((S)-1,2,3,11a-tetrahydro-6-(trifluoromethyl)-5H-pyrrolo[2,1-c][1,4]benzodiazepine-5,11(10H)-dione). Reaction SMILES: [F:1][C:2]([F:16])([F:15])[C:3]1[CH:4]=[CH:5][CH:6]=[C:7]2[NH:13][C:12](=[O:14])[O:11][C:9](=O)[C:8]=12.[NH:17]1[CH2:24][CH2:23][CH2:22][C@H:18]1C(O)=O>CS(C)=O>[F:15][C:2]([F:1])([F:16])[C:3]1[C:8]2[C:9](=[O:11])[N:17]3[CH2:24][CH2:23][CH2:22][C@H:18]3[C:12](=[O:14])[NH:13][C:7]=2[CH:6]=[CH:5][CH:4]=1. Procedure details: 11.55 g (0.05 mol) of 6-(trifluoromethyl)-isatoic acid anhydride and 5.75 g (0.05 mol) of L-proline in 100 ml of dimethyl sulphoxide are heated to 70° for 1 hour, the solvent is removed in a high vacuum and the oil obtained is heated to 170° for 15 minutes. The crude product is purified by chromatography on silica gel using methylene chloride and mixtures of methylene chloride and ethyl acetate (5%, 10%, 15%) for the elution. After recrystallization of the crude product from ethyl acetate/diethy...